From a dataset of the Open Reaction Database (ORD), a public repository of structured organic reaction records. describe an organic reaction: reactants, conditions, products, and yield Reactants: Oc1ccc(Br)nc1, O=C([O-])[O-], CCOC(C)=O, CS(=O)(=O)c1ccc(B(O)O)cc1, [Na+], [Na+], CN(C)C=O, O, Cl[Pd]Cl, c1ccc(P(c2ccccc2)c2ccccc2)cc1, c1ccc(P(c2ccccc2)c2ccccc2)cc1. The product is CS(=O)(=O)c1ccc(-c2ccc(O)cn2)cc1. As a reaction SMILES: [Br:1][c:2]1[cH:3][cH:4][c:5]([OH:8])[cH:6][n:7]1.[C:22](=[O:23])([O-:24])[O-:25].[CH3:33][CH2:34][O:35][C:36]([CH3:37])=[O:38].[CH3:9][S:10](=[O:11])(=[O:12])[c:13]1[cH:14][cH:15][c:16]([B:19]([OH:20])[OH:21])[cH:17][cH:18]1.[Na+:26].[Na+:27].[O:28]=[CH:29][N:30]([CH3:31])[CH3:32].[OH2:39].[Pd:40]([Cl:41])[Cl:42].[c:43]1([P:44]([c:45]2[cH:46][cH:47][cH:48][cH:49][cH:50]2)[c:51]2[cH:52][cH:53][cH:54][cH:55][cH:56]2)[cH:57][cH:58][cH:59][cH:60][cH:61]1.[c:62]1([P:63]([c:64]2[cH:65][cH:66][cH:67][cH:68][cH:69]2)[c:70]2[cH:71][cH:72][cH:73][cH:74][cH:75]2)[cH:76][cH:77][cH:78][cH:79][cH:80]1>>[c:2]1(-[c:16]2[cH:15][cH:14][c:13]([S:10]([CH3:9])(=[O:11])=[O:12])[cH:18][cH:17]2)[cH:3][cH:4][c:5]([OH:8])[cH:6][n:7]1. Starting materials: FC1=C(C=CC(=C1)C#N)C1=CC=CC=C1 (2-fluorobiphenyl-4-carbonitrile), Cl.NO (hydroxylamine hydrochloride), C(O)([O-])=O.[Na+] (sodium hydrogen carbonate). Solvent: CO (methanol). The product is FC1=C(C=CC(=C1)C(=N)NO)C1=CC=CC=C1 (2-fluoro-N-hydroxybiphenyl-4-carboxamidine). As a reaction SMILES: [F:1][C:2]1[CH:7]=[C:6]([C:8]#[N:9])[CH:5]=[CH:4][C:3]=1[C:10]1[CH:15]=[CH:14][CH:13]=[CH:12][CH:11]=1.Cl.[NH2:17][OH:18].C(=O)([O-])O.[Na+]>CO>[F:1][C:2]1[CH:7]=[C:6]([C:8]([NH:17][OH:18])=[NH:9])[CH:5]=[CH:4][C:3]=1[C:10]1[CH:11]=[CH:12][CH:13]=[CH:14][CH:15]=1 |f:1.2,3.4|. Reported procedure: A solution of 2-fluorobiphenyl-4-carbonitrile (1.97 g, 0.01 mol), hydroxylamine hydrochloride (2.09 g, 0.03 mol) and sodium hydrogen carbonate (4.2 g, 0.05 mol) in methanol (50 mL) is heated to reflux for 7 hrs. The reaction mixture is then cooled to room temperature and filtered. The solid is washed with methanol (20 mL). The combined methanol solution is concentrated to dryness to get 2-fluoro-N-hydroxybiphenyl-4-carboxamidine which is used as such for the next step without further purificatio...